From a dataset of the Open Reaction Database (ORD), a public repository of structured organic reaction records. describe an organic reaction: reactants, conditions, products, and yield The reactants are COC=1C=C(C=CC1OC)/C(=C/C=C/C(=O)O)/CCCCC ((E,E)-5-(3,4-dimethoxyphenyl)-2,4-decadienoic acid), [N+](=O)([O-])C1=CC=C(C=C1)O (4-nitrophenol), C1(CCCCC1)N=C=NC1CCCCC1 (1,3-dicyclohexylcarbodiimide). The solvent is ClCCl (dichloromethane). Conditions: time 3 day. Product: [N+](=O)([O-])C1=CC=C(C=C1)OC(\C=C\C=C(/CCCCC)\C1=CC(=C(C=C1)OC)OC)=O ((E,E)-5-(3,4-dimethoxyphenyl)-2,4-decadienoic acid 4-nitrophenyl ester). The yield is 69.2%. Reaction SMILES: [CH3:1][O:2][C:3]1[CH:4]=[C:5](/[C:11](/[CH2:18][CH2:19][CH2:20][CH2:21][CH3:22])=[CH:12]/[CH:13]=[CH:14]/[C:15]([OH:17])=[O:16])[CH:6]=[CH:7][C:8]=1[O:9][CH3:10].[N+:23]([C:26]1[CH:31]=[CH:30][C:29](O)=[CH:28][CH:27]=1)([O-:25])=[O:24].C1(N=C=NC2CCCCC2)CCCCC1>ClCCl>[N+:23]([C:26]1[CH:31]=[CH:30][C:29]([O:16][C:15](=[O:17])/[CH:14]=[CH:13]/[CH:12]=[C:11](/[C:5]2[CH:6]=[CH:7][C:8]([O:9][CH3:10])=[C:3]([O:2][CH3:1])[CH:4]=2)\[CH2:18][CH2:19][CH2:20][CH2:21][CH3:22])=[CH:28][CH:27]=1)([O-:25])=[O:24]. Reported procedure: As in Example 115, (E,E)-5-(3,4-dimethoxyphenyl)-2,4-decadienoic acid (3.08 g) and 4-nitrophenol (2.7 g) in 20 mL of dichloromethane was treated with 1,3-dicyclohexylcarbodiimide (2.11 g). The mixture was stirred at room temperature for 3 days and after the usual word up crystallization of the crude ester from 2-propanol-hexane gave 2.98 g of (E,E)-5-(3,4-dimethoxyphenyl)-2,4-decadienoic acid 4-nitrophenyl ester, mp 95-°96.5° C. Starting materials: ClC=1C=C(C=CC1F)NC=1C2=C(N=CN1)N(C(C2)=O)C (4(3-chloro-4-fluoro-phenylamino)-7-methyl-5,7-dihydro-pyrrolo[2,3-d]pyrimidin-6-one), CC1=C(NC(=C1CCCN1CCOCC1)C)C=O (3,5dimethyl-4-(3-morpholin-4-yl-propyl)-1H-pyrrole-2-carbaldehyde). The reagents and catalysts are N1CCCCC1 (piperidine). The solvent is C(C)O (ethanol). Reaction conditions: temperature 80 celsius, time 1 hour. Product: ClC=1C=C(C=CC1F)NC=1C2=C(N=CN1)N(C(C2=CC=2NC(=C(C2C)CCCN2CCOCC2)C)=O)C (4-(3-Chloro-4-fluoro-phenylamino)-5-[3,5-dimethyl-4-(3-morpholin-4-yl-propyl)-1H-pyrrol-2-yl-methylene]-7-methyl-5,7-dihydro-pyrrolo[2,3-D]pyrimidin-6-one). Yield: 25.8%. Reaction SMILES: [Cl:1][C:2]1[CH:3]=[C:4]([NH:9][C:10]2[C:11]3[CH2:18][C:17](=[O:19])[N:16]([CH3:20])[C:12]=3[N:13]=[CH:14][N:15]=2)[CH:5]=[CH:6][C:7]=1[F:8].[CH3:21][C:22]1[C:26]([CH2:27][CH2:28][CH2:29][N:30]2[CH2:35][CH2:34][O:33][CH2:32][CH2:31]2)=[C:25]([CH3:36])[NH:24][C:23]=1[CH:37]=O>N1CCCCC1.C(O)C>[Cl:1][C:2]1[CH:3]=[C:4]([NH:9][C:10]2[C:11]3[C:18](=[CH:37][C:23]4[NH:24][C:25]([CH3:36])=[C:26]([CH2:27][CH2:28][CH2:29][N:30]5[CH2:31][CH2:32][O:33][CH2:34][CH2:35]5)[C:22]=4[CH3:21])[C:17](=[O:19])[N:16]([CH3:20])[C:12]=3[N:13]=[CH:14][N:15]=2)[CH:5]=[CH:6][C:7]=1[F:8]. Reported procedure: A mixture of 4(3-chloro-4-fluoro-phenylamino)-7-methyl-5,7-dihydro-pyrrolo[2,3-d]pyrimidin-6-one (100 mg, 0.34 mmol), 3,5dimethyl-4-(3-morpholin-4-yl-propyl)-1H-pyrrole-2-carbaldehyde (85 mg, 0.34 mmol) and piperidine (2 drops) in ethanol (3 mL) was stirred at 80° C. for 1 hour. The reaction was concentrated and column chromatographed to give 46 mg (26%) of the title compound as a light yellow solid. 1H NMR (300 MHz, DMSO-d6) δ 13.14 (br s, 1H, NH), 9.17 (s, 1H), 8.33 (s, 1H), 7.68 (m, 1H), 7.35...